From a dataset of the Open Reaction Database (ORD), a public repository of structured organic reaction records. describe an organic reaction: reactants, conditions, products, and yield Starting materials: CC(CCS(=O)(=O)OC1=CC=CC=C1)(C)[N+](=O)[O-] (phenyl 3-methyl-3-nitrobutane-1-sulfonate). Solvent: CO (MeOH). Run at time 20 hour. Yields the product NC(CCS(=O)(=O)OC1=CC=CC=C1)(C)C (Phenyl 3-amino-3-methylbutane-1-sulfonate). Isolated yield 96.9%. RXN SMILES: [CH3:1][C:2]([N+:16]([O-])=O)([CH3:15])[CH2:3][CH2:4][S:5]([O:8][C:9]1[CH:14]=[CH:13][CH:12]=[CH:11][CH:10]=1)(=[O:7])=[O:6]>CO>[NH2:16][C:2]([CH3:15])([CH3:1])[CH2:3][CH2:4][S:5]([O:8][C:9]1[CH:14]=[CH:13][CH:12]=[CH:11][CH:10]=1)(=[O:7])=[O:6]. Reported procedure: 13.42 g of phenyl 3-methyl-3-nitrobutane-1-sulfonate were dissolved in 40 ml of MeOH, and 2.9 g of Raney nickel which had been washed until neutral were added. Hydrogenation was carried out under a pressure of 5 bar of hydrogen at RT for 20 hours. The catalyst was then filtered off and the solvent was removed in vacuo. 11.58 g of an amorphous solid were obtained. The reactants are solution, N(=NC(=O)[O-])C(=O)OCC (ethyl azodicarboxylate), resultant mixture, OCCCCCCC(C(=O)OCCCCCCCCCCCCCCCCOC1=CC=C(C=C1)C1=C(C(=CC=C1)F)F)CCCCCCO (16-[2,3-difluorobiphenyl-4'-yl]oxyhexadecyl 2,2-bis(6-hydroxyhexyl)acetate), C1(=CC=CC=C1)P(C1=CC=CC=C1)C1=CC=CC=C1 (triphenylphosphine), C(C=C)(=O)O (acrylic acid). The solvent is O1CCCC1 (tetrahydrofuran), O1CCCC1 (tetrahydrofuran). Conditions: time 3 hour. The product is C(C=C)(=O)OCCCCCCC(C(=O)OCCCCCCCCCCCCCCCCOC1=CC=C(C=C1)C1=C(C(=CC=C1)F)F)CCCCCCOC(C=C)=O (16-[2,3-difluorobiphenyl-4'-yl]oxyhexadecyl 2,2-bis(6-acryloyloxyhexyl)acetate). Isolated yield 68.6%. RXN SMILES: [OH:1][CH2:2][CH2:3][CH2:4][CH2:5][CH2:6][CH2:7][CH:8]([CH2:43][CH2:44][CH2:45][CH2:46][CH2:47][CH2:48][OH:49])[C:9]([O:11][CH2:12][CH2:13][CH2:14][CH2:15][CH2:16][CH2:17][CH2:18][CH2:19][CH2:20][CH2:21][CH2:22][CH2:23][CH2:24][CH2:25][CH2:26][CH2:27][O:28][C:29]1[CH:34]=[CH:33][C:32]([C:35]2[CH:40]=[CH:39][CH:38]=[C:37]([F:41])[C:36]=2[F:42])=[CH:31][CH:30]=1)=[O:10].C1(P([C:63]2[CH:68]=[CH:67]C=CC=2)C2C=CC=CC=2)C=CC=CC=1.[C:69](O)(=[O:72])[CH:70]=[CH2:71].N(C(OCC)=O)=NC([O-])=[O:77]>O1CCCC1>[C:69]([O:49][CH2:48][CH2:47][CH2:46][CH2:45][CH2:44][CH2:43][CH:8]([CH2:7][CH2:6][CH2:5][CH2:4][CH2:3][CH2:2][O:1][C:67](=[O:77])[CH:68]=[CH2:63])[C:9]([O:11][CH2:12][CH2:13][CH2:14][CH2:15][CH2:16][CH2:17][CH2:18][CH2:19][CH2:20][CH2:21][CH2:22][CH2:23][CH2:24][CH2:25][CH2:26][CH2:27][O:28][C:29]1[CH:30]=[CH:31][C:32]([C:35]2[CH:40]=[CH:39][CH:38]=[C:37]([F:41])[C:36]=2[F:42])=[CH:33][CH:34]=1)=[O:10])(=[O:72])[CH:70]=[CH2:71]. Reported procedure: First, 3.4 g of 16-[2,3-difluorobiphenyl-4'-yl]oxyhexadecyl 2,2-bis(6-hydroxyhexyl)acetate, 3 g of triphenylphosphine, 0.9 g of acrylic acid, and 30 ml of tetrahydrofuran were placed in a 100 ml flask. Then, 10 ml of a solution in which 2 g of ethyl azodicarboxylate was dissolved in tetrahydrofuran was added dropwise to the mixture under ice water cooling. The resultant mixture was allowed to warm to room temperature and stirred for 3 hours. The reaction mixture was concentrated. Thereafter, the... Starting materials: COc1ccc(SC(C)(C)CC(=O)O)cc1, O=C(Cl)C(=O)Cl, Cl[Sn](Cl)(Cl)Cl, ClCCl, c1ccccc1. Product: COc1ccc2c(c1)C(=O)CC(C)(C)S2. Reaction SMILES: [CH3:1][O:2][c:3]1[cH:4][cH:5][c:6]([S:9][C:10]([CH2:11][C:12](=[O:13])[OH:14])([CH3:15])[CH3:16])[cH:7][cH:8]1.[Cl:17][C:18]([C:19]([Cl:20])=[O:21])=[O:22].[Cl:23][Sn:24]([Cl:25])([Cl:26])[Cl:27].[Cl:34][CH2:35][Cl:36].[cH:28]1[cH:29][cH:30][cH:31][cH:32][cH:33]1>>[CH3:1][O:2][c:3]1[cH:4][c:5]2[c:6]([cH:7][cH:8]1)[S:9][C:10]([CH3:15])([CH3:16])[CH2:11][C:12]2=[O:14]. Starting materials: CC1(OCC2=C(O1)C=CC(=C2)[C@@H]2CNC(O2)=O)C ((5R)-5-(2,2-dimethyl-4H-1,3-benzodioxin-6-yl)-1,3-oxazolidin-2-one), [H-].[Na+] (sodium hydride), BrCCCCCCOCCO (2-[(6-bromohexyl)oxy]ethanol), P(=O)([O-])([O-])[O-] (Phosphate). Run in CN(C)C=O (DMF), CN(C)C=O (DMF), O (water). Conditions: time 15 minute. Yields the product CC1(OCC2=C(O1)C=CC(=C2)C2CN(C(O2)=O)CCCCCCOCCO)C (5-(2,2-Dimethyl-4H-1,3-benzodioxin-6-yl)-3-{6-[2-hydroxyethoxy]-hexyl}-1,3-oxazolidin-2-one). The yield is 84.3%. RXN SMILES: [CH3:1][C:2]1([CH3:18])[O:7][C:6]2[CH:8]=[CH:9][C:10]([C@H:12]3[O:16][C:15](=[O:17])[NH:14][CH2:13]3)=[CH:11][C:5]=2[CH2:4][O:3]1.[H-].[Na+].Br[CH2:22][CH2:23][CH2:24][CH2:25][CH2:26][CH2:27][O:28][CH2:29][CH2:30][OH:31].P([O-])([O-])([O-])=O>CN(C=O)C.O>[CH3:1][C:2]1([CH3:18])[O:7][C:6]2[CH:8]=[CH:9][C:10]([CH:12]3[O:16][C:15](=[O:17])[N:14]([CH2:22][CH2:23][CH2:24][CH2:25][CH2:26][CH2:27][O:28][CH2:29][CH2:30][OH:31])[CH2:13]3)=[CH:11][C:5]=2[CH2:4][O:3]1 |f:1.2|. Procedure details: A solution of (5R)-5-(2,2-dimethyl-4H-1,3-benzodioxin-6-yl)-1,3-oxazolidin-2-one (1.067 g) in DMF (10 ml) under nitrogen was treated with sodium hydride (60% dispersion in mineral oil, 222 mg) and the mixture was stirred at 20° for 15 min. A solution of 2-[(6-bromohexyl)oxy]ethanol (1.157 g) in DMF (1 ml) was added and the mixture was stirred at 20° for 3.5 h. Phosphate buffer solution (pH 6.5, 20 ml) and water (30 ml) were added. The mixture was extracted with EtOAc (2×20 ml) and the combined e... Reactants: C12C(C3CC(CC(C1)C3)C2)NC(=O)C=2C=NN(C2Cl)C2=CC=CC=C2 (5-chloro-1-phenyl-1H-pyrazole-4-carboxylic acid adamantan-2-ylamide), C12C(C3CC(CC(C1)C3)C2)NC(=O)C=2C=NN(C2Cl)C2=CC=CC=C2 (5-chloro-1-phenyl-1H-pyrazole-4-carboxylic acid adamantan-2-ylamide), C1(CC1)CN (cyclopropanemethylamine). Yields the product C12C(C3CC(CC(C1)C3)C2)NC(=O)C=2C=NN(C2NCC2CC2)C2=CC=CC=C2 (5-(Cyclopropylmethyl-amino)-1-phenyl-1H-pyrazole-4-carboxylic acid adamantan-2-ylamide). Reaction SMILES: [CH:1]12[CH2:10][CH:5]3[CH2:6][CH:7]([CH2:9][CH:3]([CH2:4]3)[CH:2]1[NH:11][C:12]([C:14]1[CH:15]=[N:16][N:17]([C:20]3[CH:25]=[CH:24][CH:23]=[CH:22][CH:21]=3)[C:18]=1Cl)=[O:13])[CH2:8]2.[CH:26]1([CH2:29][NH2:30])[CH2:28][CH2:27]1>>[CH:1]12[CH2:10][CH:5]3[CH2:6][CH:7]([CH2:9][CH:3]([CH2:4]3)[CH:2]1[NH:11][C:12]([C:14]1[CH:15]=[N:16][N:17]([C:20]3[CH:25]=[CH:24][CH:23]=[CH:22][CH:21]=3)[C:18]=1[NH:30][CH2:29][CH:26]1[CH2:28][CH2:27]1)=[O:13])[CH2:8]2. Procedure: 5-(Cyclopropylmethyl-amino)-1-phenyl-1H-pyrazole-4-carboxylic acid adamantan-2-ylamide was prepared using Procedure A from 5-chloro-1-phenyl-1H-pyrazole-4-carboxylic acid adamantan-2-ylamide (Intermediate 3) and cyclopropanemethylamine. Mass spectrum (ES) MH+=391. Reactants: [OH-].[Na+] (sodium hydroxide), CNN (methylhydrazine), aqueous solution, N1=CC=CC=C1 (pyridine), COC=CC(=O)OC (methyl 3-methoxyacrylate), B(F)(F)F (BF3), B(F)(F)F (BF3), FC(C(F)F)(F)N(C)C (1,1,2,2-tetrafluoroethyldimethylamine). Solvent: O (water), O (water), C(C)OCC (diethyl ether), O1CCOCC1 (dioxane). Conditions: temperature 60 celsius, time 5 minute. Product: FC(C1=NN(C=C1C(=O)O)C)F (3-Difluoromethyl-1-methylpyrazole-4-carboxylic acid), FC(C1=C(C=NN1C)C(=O)O)F (5-difluoromethyl-1-methylpyrazole-4-carboxylic acid). As a reaction SMILES: F[C:2]([N:7]([CH3:9])C)(F)[CH:3]([F:5])[F:4].B(F)(F)F.[N:14]1C=CC=C[CH:15]=1.CO[CH:22]=[CH:23][C:24]([O:26]C)=[O:25].[OH-].[Na+].[CH3:30][NH:31]N>C(OCC)C.O1CCOCC1.O>[F:5][CH:3]([F:4])[C:2]1[C:23]([C:24]([OH:26])=[O:25])=[CH:22][N:14]([CH3:15])[N:7]=1.[F:4][CH:3]([F:5])[C:2]1[N:7]([CH3:9])[N:31]=[CH:30][C:23]=1[C:24]([OH:26])=[O:25] |f:4.5|. Procedure details: To a solution of 1,1,2,2-tetrafluoroethyldimethylamine (30 g, 207 mmol) in diethyl ether (90 ml) and dioxane (90 ml) was added dropwise, under a nitrogen atmosphere, at a temperature of from 0 to 5° C., a solution of BF3-etherate (49% BF3, 59.6 ml, 420 mmol). After the addition had ended, the reaction mixture was stirred for 5 min. Subsequently, pyridine (15.9 g, 201 mmol) and methyl 3-methoxyacrylate (22.3 g, 186 mmol) were successively added dropwise to the reaction mixture at a temperature of... The reactants are NC=1C2=CC=CC=C2N=C2CC(CC(C12)=O)O (9-amino-3,4-dihydro-3-hydroxyacridin-1(2H)-one). RXN SMILES: [NH2:1][C:2]1[C:3]2[C:8]([N:9]=[C:10]3[C:15]=1[C:14](=[O:16])[CH2:13][CH:12]([OH:17])[CH2:11]3)=[CH:7][CH:6]=[CH:5][CH:4]=2>O1CCCC1.C([BH-](CC)CC)C.[Li+]>[NH2:1][C:2]1[C:3]2[C:8]([N:9]=[C:10]3[C:15]=1[CH:14]([OH:16])[CH2:13][CH:12]([OH:17])[CH2:11]3)=[CH:7][CH:6]=[CH:5][CH:4]=2 |f:2.3|. Procedure: A suspension of 9-amino-3,4-dihydro-3-hydroxyacridin-1(2H)-one (2.07 g) in tetrahydrofuran (125 ml), lithium triethylborohydride (1 molar in tetrahydrofuran, 27 ml) was allowed to stand for 0.5 hrs. The reaction mixture was quenched with methanol. The mixture was preadsorbed on silica, and flash chromatographed on silica gel (1:2:17-dichloromethane:triethylamine). The appropriate fractions were collected. Evaporation of the more polar fractions gave 0.541 (25.8%) of 9-amino-1,2,3,4-tetrahydro-1,... Yields the product 0.541, NC=1C2=CC=CC=C2N=C2CC(CC(C12)O)O (9-amino-1,2,3,4-tetrahydro-1,3-acridinediol). Solvent: O1CCCC1 (tetrahydrofuran), C(C)[BH-](CC)CC.[Li+] (lithium triethylborohydride). Yield: 25.8%. Run at time 0.5 hour.